Task: describe an organic reaction: reactants, conditions, products, and yield. Dataset: the Open Reaction Database (ORD), a public repository of structured organic reaction records The reactants are C(CC)(=O)Cl (propionyl chloride), resultant mixture, C([O-])([O-])=O.[K+].[K+] (Potassium carbonate), NC1=C(C=NN1C1=NC(=C(C=C1Cl)C(F)(F)F)NCC1=CC=CC=C1)C#N (5-amino-1-(3-chloro-5-trifluoromethyl-6-phenylmethylaminopyridin-2-yl)-4-cyanopyrazole), N1=CC=CC=C1 (pyridine). Solvent: C(Cl)Cl (methylene chloride), C(C)O (ethanol), C(Cl)Cl (methylene chloride), O (water). Yields the product ClC=1C(=NC(=C(C1)C(F)(F)F)NCC1=CC=CC=C1)N1N=CC(=C1NC(=O)CC)C#N (1-(3-chloro-5-trifluoromethyl-6-phenylmethylaminopyridin-2-yl)-4-cyano-5-ethylcarbonylaminopyrazole). Isolated yield 113.6%. Reaction SMILES: [NH2:1][C:2]1[N:6]([C:7]2[C:12]([Cl:13])=[CH:11][C:10]([C:14]([F:17])([F:16])[F:15])=[C:9]([NH:18][CH2:19][C:20]3[CH:25]=[CH:24][CH:23]=[CH:22][CH:21]=3)[N:8]=2)[N:5]=[CH:4][C:3]=1[C:26]#[N:27].N1C=CC=CC=1.[C:34](Cl)(=[O:37])[CH2:35][CH3:36].C(=O)([O-])[O-].[K+].[K+]>C(Cl)Cl.C(O)C.O>[Cl:13][C:12]1[C:7]([N:6]2[C:2]([NH:1][C:34]([CH2:35][CH3:36])=[O:37])=[C:3]([C:26]#[N:27])[CH:4]=[N:5]2)=[N:8][C:9]([NH:18][CH2:19][C:20]2[CH:21]=[CH:22][CH:23]=[CH:24][CH:25]=2)=[C:10]([C:14]([F:16])([F:15])[F:17])[CH:11]=1 |f:3.4.5|. Procedure details: A stirred solution of 0.5 gram (0.001 mole) of 5-amino-1-(3-chloro-5-trifluoromethyl-6-phenylmethylaminopyridin-2-yl)-4-cyanopyrazole and 1.0 gram (0.013 mole) of pyridine in 25 mL of methylene chloride was cooled to -10° C. A solution of 1.2 grams (0.013 mole) of propionyl chloride in 10 mL of methylene chloride was added dropwise. After completion of the addition, the reaction mixture was allowed to warm to room temperature and then was heated at reflux for approximately 19 hours. The reaction... Reactants: [H-].[Na+] (NaH), CN(C)C=O (DMF), FC=1C=C2C(=CNC2=CC1)CCC=1C=NC=CC1 (5-fluoro-3-(2-pyridin-3-yl-ethyl)-1H-indole). Run at temperature 0 celsius, time 0.5 hour. Product: FC=1C=C2C(=CN(C2=CC1)N)CCC=1C=NC=CC1 (5-fluoro-3-(2-pyridin-3-yl-ethyl)-indol-1-ylamine). RXN SMILES: [H-].[Na+].[F:3][C:4]1[CH:5]=[C:6]2[C:10](=[CH:11][CH:12]=1)[NH:9][CH:8]=[C:7]2[CH2:13][CH2:14][C:15]1[CH:16]=[N:17][CH:18]=[CH:19][CH:20]=1.C[N:22](C=O)C>>[F:3][C:4]1[CH:5]=[C:6]2[C:10](=[CH:11][CH:12]=1)[N:9]([NH2:22])[CH:8]=[C:7]2[CH2:13][CH2:14][C:15]1[CH:16]=[N:17][CH:18]=[CH:19][CH:20]=1 |f:0.1|. Reported procedure: A suspension of NaH (600 mg, 15 mmol, 60% in mineral oil) in DMF (10 mL) at 0° C. is treated with 5-fluoro-3-(2-pyridin-3-yl-ethyl)-1H-indole (240 mg, 1 mmol) and stirred at 0° C. for 0.5 h. The mixture is treated with HOSA (565 mg, 5 mmol) portion wise and warmed to rt over 2 h. The mixture is then poured over ice, filtered through a pad of Celite, and extracted with EtOAc (3×1050 mL). The combined organic layer is dried (Na2SO4), filtered and concentrated in vacuo to afford 5-fluoro-3-(2-pyrid... The reactants are NC1=CC(=C(C=C1)N1CCN(CC1)C(C(=O)N(CC)CC)C1=CC=CC=C1)F (2-[4-(4-amino-2-fluoro-phenyl)-piperazin-1-yl]-N,N-diethyl-2-phenyl-acetamide), C1CCC(CC1)N=C=NC2CCCCC2 (DCC), O1C[C@H](CC1)C(=O)O ((S)-tetrahydro-furan-3-carboxylic acid). Solvent: ClCCCl (DCE). Reaction conditions: time 1 hour. Product: C(C)N(C(=O)C(N1CCN(CC1)C1=C(C=C(C=C1)NC(=O)[C@@H]1COCC1)F)C1=CC=CC=C1)CC ((S)-Tetrahydro-furan-3-carboxylic acid {4-[4-(diethylcarbamoyl-phenyl-methyl)-piperazin-1-yl]-3-fluoro-phenyl}-amide). The yield is 51.1%. As a reaction SMILES: [NH2:1][C:2]1[CH:7]=[CH:6][C:5]([N:8]2[CH2:13][CH2:12][N:11]([CH:14]([C:22]3[CH:27]=[CH:26][CH:25]=[CH:24][CH:23]=3)[C:15]([N:17]([CH2:20][CH3:21])[CH2:18][CH3:19])=[O:16])[CH2:10][CH2:9]2)=[C:4]([F:28])[CH:3]=1.C1CCC(N=C=NC2CCCCC2)CC1.[O:44]1[CH2:48][CH2:47][C@H:46]([C:49](O)=[O:50])[CH2:45]1>ClCCCl>[CH2:20]([N:17]([CH2:18][CH3:19])[C:15]([CH:14]([C:22]1[CH:23]=[CH:24][CH:25]=[CH:26][CH:27]=1)[N:11]1[CH2:12][CH2:13][N:8]([C:5]2[CH:6]=[CH:7][C:2]([NH:1][C:49]([C@H:46]3[CH2:47][CH2:48][O:44][CH2:45]3)=[O:50])=[CH:3][C:4]=2[F:28])[CH2:9][CH2:10]1)=[O:16])[CH3:21]. Reported procedure: A mixture of 2-[4-(4-amino-2-fluoro-phenyl)-piperazin-1-yl]-N,N-diethyl-2-phenyl-acetamide (0.30 mmol) and DCC (1.0 mmol) in DCE (10 mL) was stirred at rt for 1 h, then was treated with (S)-tetrahydro-furan-3-carboxylic acid (1.0 mmol), and was stirred at rt for 16 h. The mixture was concentrated, and the residue was purified by PTLC to provide the title compound (74 mg, 51%). MS (ESI): mass calcd. for C27H35FN4O3, 482.27. m/z found, 483.4 [M+H]+. 1H NMR (CDCl3): 7.75-7.60 (m, 1H), 7.55-7.26 (m,... Reactants: B, C1CCOC1, CCC(N)C1(c2ccc(F)cc2)CC=CC1, [Na+], [OH-], O, OO. Product: CCC(N)C1(c2ccc(F)cc2)CCC(O)C1. Reaction SMILES: [BH3:17].[CH2:22]1[O:23][CH2:24][CH2:25][CH2:26]1.[NH2:1][CH:2]([CH2:3][CH3:4])[C:5]1([c:10]2[cH:11][cH:12][c:13]([F:16])[cH:14][cH:15]2)[CH2:6][CH:7]=[CH:8][CH2:9]1.[Na+:21].[OH-:20].[OH2:27].[OH:18][OH:19]>>[NH2:1][CH:2]([CH2:3][CH3:4])[C:5]1([c:10]2[cH:11][cH:12][c:13]([F:16])[cH:14][cH:15]2)[CH2:6][CH2:7][CH:8]([OH:18])[CH2:9]1. The product is C(C)N1C(N(CC1)C[C@H]1N(C[C@@H](C1)OS(=O)(=O)C)C(=O)OCC1=CC=C(C=C1)[N+](=O)[O-])=O ((2S,4R)-2-(3-ethyl-2-oxoimidazolidin-1-yl)methyl-4-methanesulfonyloxy-1-(4-nitrobenzyloxycarbonyl)pyrrolidine). RXN SMILES: [BH4-].[Na+].B(F)(F)F.CCOCC.[C:12]([N:15]1[CH2:19][CH2:18][N:17]([CH2:20][C@@H:21]2[CH2:25][C@@H:24]([O:26][S:27]([CH3:30])(=[O:29])=[O:28])[CH2:23][N:22]2[C:31]([O:33][CH2:34][C:35]2[CH:40]=[CH:39][C:38]([N+:41]([O-:43])=[O:42])=[CH:37][CH:36]=2)=[O:32])[C:16]1=[O:44])(=O)[CH3:13].CO>O1CCCC1>[CH2:12]([N:15]1[CH2:19][CH2:18][N:17]([CH2:20][C@@H:21]2[CH2:25][C@@H:24]([O:26][S:27]([CH3:30])(=[O:28])=[O:29])[CH2:23][N:22]2[C:31]([O:33][CH2:34][C:35]2[CH:36]=[CH:37][C:38]([N+:41]([O-:43])=[O:42])=[CH:39][CH:40]=2)=[O:32])[C:16]1=[O:44])[CH3:13] |f:0.1,2.3|. Starting materials: C(C)(=O)N1C(N(CC1)C[C@H]1N(C[C@@H](C1)OS(=O)(=O)C)C(=O)OCC1=CC=C(C=C1)[N+](=O)[O-])=O ((2S,4R)-2-(3-acetyl-2-oxoimidazolidin-1-yl)methyl- 4-methanesulfonyloxy-1-(4-nitrobenzyloxycarbonyl)-pyrrolidine), CO (methanol), [BH4-].[Na+] (sodium borohydride), B(F)(F)F.CCOCC (boron trifluoride etherate). Conditions: time 15 minute. Procedure: To a suspension of sodium borohydride (0.16 g) in tetrahydrofuran (11 ml) was dropwise added boron trifluoride etherate (2.83 ml) under ice-cooling and the mixture was stirred at the same temperature for 15 minutes. To this solution was added a solution of (2S,4R)-2-(3-acetyl-2-oxoimidazolidin-1-yl)methyl- 4-methanesulfonyloxy-1-(4-nitrobenzyloxycarbonyl)-pyrrolidine (1.12 g) in tetrahydrofuran (2.83 ml) under ice-cooling and the mixture was stirred at ambient temperature overnight. To the react... Solvent: O1CCCC1 (tetrahydrofuran), O1CCCC1 (tetrahydrofuran). The yield is 95.6%. Starting materials: BrC1=CC=CC(=N1)NCCCO (3-(6-bromo-pyridin-2-ylamino)-propan-1-ol), O1CCCC=C1 (3,4-dihydro-2H-pyran), CC=1C=CC(=CC1)S(=O)(=O)O (TsOH). The solvent is C(Cl)Cl (CH2Cl2). Conditions: time 15 hour. Product: BrC1=CC=CC(=N1)NCCCOC1OCCCC1 ((6-Bromo-pyridin-2-yl)-[3-(tetrahydro-pyran-2-yloxy)-propyl]-amine). As a reaction SMILES: [Br:1][C:2]1[N:7]=[C:6]([NH:8][CH2:9][CH2:10][CH2:11][OH:12])[CH:5]=[CH:4][CH:3]=1.[O:13]1[CH:18]=[CH:17][CH2:16][CH2:15][CH2:14]1.CC1C=CC(S(O)(=O)=O)=CC=1>C(Cl)Cl>[Br:1][C:2]1[N:7]=[C:6]([NH:8][CH2:9][CH2:10][CH2:11][O:12][CH:14]2[CH2:15][CH2:16][CH2:17][CH2:18][O:13]2)[CH:5]=[CH:4][CH:3]=1. Reported procedure: A solution of 3-(6-bromo-pyridin-2-ylamino)-propan-1-ol (4.2 g, 18 mmol), 3,4-dihydro-2H-pyran (1.6 mL, 18 mmol), TsOH (0.34 g, 1.8 mmol) and CH2Cl2 (100 mL) were stirred at RT. After 15 h, the reaction was quenched with saturated NaHCO3 and extracted with EtOAc. The organic layer was washed with brine, dried (MgSO4) and concentrated in vacuo to give the desired compound as a pale-yellow oil. MS m/z: 316.0 (M+H). Calc'd for C13H19BrN2O2 315.21. Reactants: BrC1=CC=CC=C1 (4-bromobenzene), FC=1C=C(N)C=CC1F (3,4-difluoroaniline), CC(C)([O-])C.[Na+] (sodium t-butoxide), C(C)(C)(C)P(C(C)(C)C)C(C)(C)C (tris-t-butylphosphine). Reagents/catalysts: C(C)(=O)[O-].[Pd+2].C(C)(=O)[O-] (palladium acetate). Solvent: C1(=CC=CC=C1)C (toluene), C(C)OCC (diethyl ether). Run at time 20 hour. Product: FC=1C=C(C=CC1F)NC1=CC=CC=C1 (3,4-difluorophenylphenylamine). RXN SMILES: C(P(C(C)(C)C)C(C)(C)C)(C)(C)C.Br[C:15]1[CH:20]=[CH:19][CH:18]=[CH:17][CH:16]=1.[F:21][C:22]1[CH:23]=[C:24]([CH:26]=[CH:27][C:28]=1[F:29])[NH2:25].CC(C)([O-])C.[Na+]>C([O-])(=O)C.[Pd+2].C([O-])(=O)C.C(OCC)C.C1(C)C=CC=CC=1>[F:21][C:22]1[CH:23]=[C:24]([NH:25][C:15]2[CH:20]=[CH:19][CH:18]=[CH:17][CH:16]=2)[CH:26]=[CH:27][C:28]=1[F:29] |f:3.4,5.6.7|. Procedure: In a 300-mL three-neck flask were placed 200 mL of toluene, 0.21 g (0.96 mmol) of palladium acetate, and an ellipsoidal stirring chip. The two outer necks were closed with septum caps and the center neck was provided with a reflux coiled condenser. To the top of the condenser was attached a three-way stopcock, to which is attached a balloon filled with nitrogen gas. The atmosphere in the flask was replaced three times by nitrogen gas supplied from the balloon with the help of a vacuum pump. Into... Reactants: Cl (hydrochloric acid), C(C1=CC=CC=C1)OC(=O)N1CC(C(CC1)=O)(O[Si](C)(C)C)C (N-benzyloxycarbonyl-3-methyl-3-trimethylsilyloxy-4-piperidone), resultant solution. Solvent: C1CCOC1 (THF). Yields the product C(C1=CC=CC=C1)OC(=O)N1CC(C(CC1)=O)(C)O (N-benzyloxycarbonyl- 3 -hydroxy-3-methyl-4-piperidone). As a reaction SMILES: [CH2:1]([O:8][C:9]([N:11]1[CH2:16][CH2:15][C:14](=[O:17])[C:13]([CH3:23])([O:18][Si](C)(C)C)[CH2:12]1)=[O:10])[C:2]1[CH:7]=[CH:6][CH:5]=[CH:4][CH:3]=1.Cl>C1COCC1>[CH2:1]([O:8][C:9]([N:11]1[CH2:16][CH2:15][C:14](=[O:17])[C:13]([OH:18])([CH3:23])[CH2:12]1)=[O:10])[C:2]1[CH:7]=[CH:6][CH:5]=[CH:4][CH:3]=1. Procedure: The thus-obtained N-benzyloxycarbonyl-3-methyl-3-trimethylsilyloxy-4-piperidone is dissolved in THF (450 mL) and concentrated hydrochloric acid (50 mL) is added. The resultant solution is stirred at 23° C. for 24 h and concentrated to an oily residue. The residue is suspended in a saturated sodium bicarbonate solution (250 mL) and the resultant suspension is extracted with ether (2×100 mL). The organics are combined, dried (MgSO4), filtered and concentrated to give crude N-benzyloxycarbonyl- 3 -... Product: Cn1nnc(-c2ccc(-c3ccc(N4CC(Cn5cc(Cl)nn5)OC4=O)cc3F)cn2)n1. Reactants: Cn1nnc(-c2ccc(Br)cn2)n1, CN(C)C=O, CC1(C)OB(c2ccc(N3CC(Cn4cc(Cl)nn4)OC3=O)cc2F)OC1(C)C, [Na+], [Na+], O=C([O-])[O-], c1ccc(P(c2ccccc2)(c2ccccc2)[Pd](P(c2ccccc2)(c2ccccc2)c2ccccc2)(P(c2ccccc2)(c2ccccc2)c2ccccc2)P(c2ccccc2)(c2ccccc2)c2ccccc2)cc1. Reaction SMILES: [Br:30][c:31]1[cH:32][cH:33][c:34](-[c:37]2[n:38][n:39][n:40]([CH3:42])[n:41]2)[n:35][cH:36]1.[CH3:49][N:50]([CH3:51])[CH:52]=[O:53].[F:1][c:2]1[cH:3][c:4]([N:17]2[C:18](=[O:29])[O:19][CH:20]([CH2:22][n:23]3[n:24][n:25][c:26]([Cl:28])[cH:27]3)[CH2:21]2)[cH:5][cH:6][c:7]1[B:8]1[O:9][C:10]([CH3:11])([CH3:12])[C:13]([CH3:14])([CH3:15])[O:16]1.[Na+:43].[Na+:44].[O-:45][C:46](=[O:47])[O-:48].[cH:54]1[cH:55][cH:56][c:57]([P:58]([Pd:59]([P:60]([c:61]2[cH:62][cH:63][cH:64][cH:65][cH:66]2)([c:67]2[cH:68][cH:69][cH:70][cH:71][cH:72]2)[c:73]2[cH:74][cH:75][cH:76][cH:77][cH:78]2)([P:79]([c:80]2[cH:81][cH:82][cH:83][cH:84][cH:85]2)([c:86]2[cH:87][cH:88][cH:89][cH:90][cH:91]2)[c:92]2[cH:93][cH:94][cH:95][cH:96][cH:97]2)[P:98]([c:99]2[cH:100][cH:101][cH:102][cH:103][cH:104]2)([c:105]2[cH:106][cH:107][cH:108][cH:109][cH:110]2)[c:111]2[cH:112][cH:113][cH:114][cH:115][cH:116]2)([c:117]2[cH:118][cH:119][cH:120][cH:121][cH:122]2)[c:123]2[cH:124][cH:125][cH:126][cH:127][cH:128]2)[cH:129][cH:130]1>>[F:1][c:2]1[cH:3][c:4]([N:17]2[C:18](=[O:29])[O:19][CH:20]([CH2:22][n:23]3[n:24][n:25][c:26]([Cl:28])[cH:27]3)[CH2:21]2)[cH:5][cH:6][c:7]1-[c:31]1[cH:32][cH:33][c:34](-[c:37]2[n:38][n:39][n:40]([CH3:42])[n:41]2)[n:35][cH:36]1. Reactants: O=C([O-])[O-], CCC(C)=O, CS(C)=O, Cn1nc(-c2cc(O)c(Cl)cc2F)c(=O)n(C)c1=S, Clc1ncccn1, [K+], [K+]. Product: Cn1nc(-c2cc(Oc3ncccn3)c(Cl)cc2F)c(=O)n(C)c1=S. RXN SMILES: [C:27](=[O:28])([O-:29])[O-:30].[CH3:33][C:34](=[O:35])[CH2:36][CH3:37].[CH3:38][S:39](=[O:40])[CH3:41].[Cl:1][c:2]1[cH:3][c:4]([F:19])[c:5](-[c:9]2[c:10](=[O:18])[n:11]([CH3:17])[c:12](=[S:16])[n:13]([CH3:15])[n:14]2)[cH:6][c:7]1[OH:8].[Cl:20][c:21]1[n:22][cH:23][cH:24][cH:25][n:26]1.[K+:31].[K+:32]>>[Cl:1][c:2]1[cH:3][c:4]([F:19])[c:5](-[c:9]2[c:10](=[O:18])[n:11]([CH3:17])[c:12](=[S:16])[n:13]([CH3:15])[n:14]2)[cH:6][c:7]1[O:8][c:21]1[n:22][cH:23][cH:24][cH:25][n:26]1.